Dataset: the Open Reaction Database (ORD), a public repository of structured organic reaction records. Task: describe an organic reaction: reactants, conditions, products, and yield Yield: 94.8%. Reaction SMILES: [NH2:1][NH2:2].Cl[C:4]([O:6][CH2:7][CH2:8][O:9][C:10]1[CH:15]=[CH:14][C:13]([C:16](=[O:23])[C:17]2[CH:22]=[CH:21][CH:20]=[CH:19][CH:18]=2)=[C:12]([OH:24])[CH:11]=1)=[O:5].ClC([O-])=O>C1COCC1>[C:4]([O:6][CH2:7][CH2:8][O:9][C:10]1[CH:15]=[CH:14][C:13]([C:16](=[O:23])[C:17]2[CH:22]=[CH:21][CH:20]=[CH:19][CH:18]=2)=[C:12]([OH:24])[CH:11]=1)(=[O:5])[NH:1][NH2:2]. Reaction conditions: time 0.5 hour. Procedure details: Into a 250 ml 3-neck flask was added 5.4 grams (0.11 mole) of 64% aqueous hydrazine and 50 mls of THF. The flask was equipped with a magnetic stirrer, thermometer, reflux condenser and a dropping funnel containing 9.6 grams (0.03 mole) of 2-(3-hydroxy-4-benzoylphenoxy)ethyl chloroformate dissolved in 50 ml of THF. The chloroformate solution was added dropwise to the stirring hydrazine solution over 1/2 hour. The temperature quickly exothermed to 36° C. and slowly subsided after the addition was ... Run in C1CCOC1 (THF), C1CCOC1 (THF). Starting materials: NN (hydrazine), ClC(=O)OCCOC1=CC(=C(C=C1)C(C1=CC=CC=C1)=O)O (2-(3-hydroxy-4-benzoylphenoxy)ethyl chloroformate), ClC(=O)[O-] (chloroformate), NN (hydrazine). Yields the product C(NN)(=O)OCCOC1=CC(=C(C=C1)C(C1=CC=CC=C1)=O)O (2-(3-Hydroxy-4-benzoylphenoxy)ethyl Carbazate). The reactants are ClC1=CC=C2CCC(C(C2=C1)=O)CC(=O)O (7-chloro-1,2,3,4-tetrahydro-1-oxo-2-naphthaleneacetic acid), C1(=CC=CC=C1)NN (phenylhydrazine). Run in C(C)O (ethanol). The product is ClC1=CC2=C(CCC3CC(N(N=C23)C2=CC=CC=C2)=O)C=C1 (9-chloro-2-phenyl-4,4a,5,6-tetrahydrobenzo[h]cinnolin-3(2H)-one). Isolated yield 71.0%. Reaction SMILES: [Cl:1][C:2]1[CH:11]=[C:10]2[C:5]([CH2:6][CH2:7][CH:8]([CH2:13][C:14]([OH:16])=O)[C:9]2=O)=[CH:4][CH:3]=1.[C:17]1([NH:23][NH2:24])[CH:22]=[CH:21][CH:20]=[CH:19][CH:18]=1>C(O)C>[Cl:1][C:2]1[CH:3]=[CH:4][C:5]2[CH2:6][CH2:7][CH:8]3[C:9]([C:10]=2[CH:11]=1)=[N:24][N:23]([C:17]1[CH:22]=[CH:21][CH:20]=[CH:19][CH:18]=1)[C:14](=[O:16])[CH2:13]3. Procedure details: A mixture of 12 g of 7-chloro-1,2,3,4-tetrahydro-1-oxo-2-naphthaleneacetic acid and 8.1 g of phenylhydrazine in 150 ml of ethanol is refluxed under heating for 14 hours. Then the ethanol is distilled off under reduced pressure, 100 ml of acetic acid is added to the residue and the mixture is refluxed under heating for 7 hours. After the acetic acid is distilled off, the residue is extracted with chloroform. The extract is washed with water, dried over magnesium sulfate anhydride and then the chl... Starting materials: COC(=O)CC(=O)OC, CC(C)(C)[O-], CN1CCCC1=O, Cl, O=[N+]([O-])c1cc(F)ccc1F, [K+], O. Product: COC(=O)C(C(=O)OC)c1ccc(F)cc1[N+](=O)[O-]. As a reaction SMILES: [C:7]([CH2:8][C:9](=[O:10])[O:11][CH3:12])(=[O:13])[O:14][CH3:15].[CH3:1][C:2]([CH3:3])([O-:4])[CH3:5].[CH3:28][N:29]1[CH2:30][CH2:31][CH2:32][C:33]1=[O:34].[ClH:27].[F:16][c:17]1[c:18]([N+:24](=[O:25])[O-:26])[cH:19][c:20]([F:23])[cH:21][cH:22]1.[K+:6].[OH2:35]>>[C:7]([CH:8]([C:9](=[O:10])[O:11][CH3:12])[c:17]1[c:18]([N+:24](=[O:25])[O-:26])[cH:19][c:20]([F:23])[cH:21][cH:22]1)(=[O:13])[O:14][CH3:15]. Starting materials: C(C)(C)(C)OC(N[C@@H](C)C1=CC=C(C=C1)Br)=O ((S)-[1-(4-bromo-phenyl)-ethyl]-carbamic acid tert-butyl ester), C1(CC1)COC1=CC=C(OC2CNC2)C=C1 (3-(4-cyclopropylmethoxy-phenoxy)-azetidine). Product: C(C)(C)(C)OC(N[C@@H](C)C1=CC=C(C=C1)N1CC(C1)OC1=CC=C(C=C1)OCC1CC1)=O ((S)-(1-{4-[3-(4-Cyclopropylmethoxy-phenoxy)-azetidin-1-yl]-phenyl}-ethyl)-carbamic acid tert-butyl ester). RXN SMILES: [C:1]([O:5][C:6](=[O:17])[NH:7][C@H:8]([C:10]1[CH:15]=[CH:14][C:13](Br)=[CH:12][CH:11]=1)[CH3:9])([CH3:4])([CH3:3])[CH3:2].[CH:18]1([CH2:21][O:22][C:23]2[CH:33]=[CH:32][C:26]([O:27][CH:28]3[CH2:31][NH:30][CH2:29]3)=[CH:25][CH:24]=2)[CH2:20][CH2:19]1>>[C:1]([O:5][C:6](=[O:17])[NH:7][C@H:8]([C:10]1[CH:15]=[CH:14][C:13]([N:30]2[CH2:31][CH:28]([O:27][C:26]3[CH:25]=[CH:24][C:23]([O:22][CH2:21][CH:18]4[CH2:19][CH2:20]4)=[CH:33][CH:32]=3)[CH2:29]2)=[CH:12][CH:11]=1)[CH3:9])([CH3:4])([CH3:3])[CH3:2]. Reported procedure: Example 8.3 is prepared analogously to 8.1. (S)-[1-(4-Bromo-phenyl)-ethyl]-carbamic acid tert-butyl ester (1.3) and 3-(4-cyclopropylmethoxy-phenoxy)-azetidine (IX.1) are used as starting materials and the reaction temperature is 45° C. The reactants are CCCO, Cl, CC(C)c1cc(C(=O)O)c(N)s1, O=C=O. Product: Cl, CC(C)c1ccc(N)s1. Reaction SMILES: [CH2:17]([OH:18])[CH2:19][CH3:20].[ClH:1].[NH2:2][c:3]1[s:4][c:5]([CH:11]([CH3:12])[CH3:13])[cH:6][c:7]1[C:8]([OH:9])=[O:10].[O:14]=[C:15]=[O:16]>>[ClH:1].[NH2:2][c:3]1[s:4][c:5]([CH:11]([CH3:12])[CH3:13])[cH:6][cH:7]1. Reactants: C=1(C(=CC=CC1)C#N)C (o-tolunitrile), C1CC(=O)N(C1=O)Br.CC(C)(C#N)N=NC(C)(C)C#N (NBS AIBN), [Br-] (bromide), C1(=CC=CC=C1)P(C1=CC=CC=C1)C1=CC=CC=C1 (triphenylphosphine). Solvent: C(Cl)Cl.C1=CC=CC=C1 (CH2Cl2 benzene). Conditions: time 2 hour. Yields the product [Br-].C(#N)C1=C(C[P+](C2=CC=CC=C2)(C2=CC=CC=C2)C2=CC=CC=C2)C=CC=C1 ((2-Cyanobenzyl)(triphenyl)phosphonium bromide). Isolated yield 70.0%. Reaction SMILES: [C:1]1([CH3:9])[C:2]([C:7]#[N:8])=[CH:3][CH:4]=[CH:5][CH:6]=1.C1C(=O)N([Br:17])C(=O)C1.CC(N=NC(C#N)(C)C)(C#N)C.[Br-].[C:31]1([P:37]([C:44]2[CH:49]=[CH:48][CH:47]=[CH:46][CH:45]=2)[C:38]2[CH:43]=[CH:42][CH:41]=[CH:40][CH:39]=2)[CH:36]=[CH:35][CH:34]=[CH:33][CH:32]=1>C(Cl)Cl.C1C=CC=CC=1>[Br-:17].[C:7]([C:2]1[CH:3]=[CH:4][CH:5]=[CH:6][C:1]=1[CH2:9][P+:37]([C:38]1[CH:39]=[CH:40][CH:41]=[CH:42][CH:43]=1)([C:44]1[CH:49]=[CH:48][CH:47]=[CH:46][CH:45]=1)[C:31]1[CH:32]=[CH:33][CH:34]=[CH:35][CH:36]=1)#[N:8] |f:1.2,5.6,7.8|. Reported procedure: Bromination of o-tolunitrile with NBS/AIBN, followed by reaction of the crude bromide with triphenylphosphine (1.2 equiv.), using the procedure described in example 102, except that the reaction time for the bromination was 2 h, gave the phosphonium salt (547) (70%) as a light brown powder, mp (CH2Cl2/benzene) 237–241° C. 1H NMR (CDCl3) δ 7.90 (dd, J=7.8, 2.3 Hz, 1H), 7.85–7.63 (m, 15H), 7.52 (br t, J=7.7 Hz, 1H), 7.44 (br d, J=7.5 Hz, 1H), 7.38 (tdd, J=7.6, 2.1, 1.0 Hz, 1H), 5.86 (d, J=14.7 Hz,...